This data is from the Open Reaction Database (ORD), a public repository of structured organic reaction records. The task is: describe an organic reaction: reactants, conditions, products, and yield The reactants are ClCC(=O)Cl (chloroacetyl chloride), CC1=C(C=CC=C1)NCN1C(SCC1=O)=O (N-(2-methylphenylaminomethyl)-2,4-thiazolidinedione), N1=CC=CC=C1 (pyridine). Run in C1(=CC=CC=C1)C (toluene), C1(=CC=CC=C1)C (toluene). Run at time 3 hour. Yields the product ClCC(=O)N(C1=C(C=CC=C1)C)CN1C(SCC1=O)=O (2-chloro-N-(2,4-dioxothiazolidin-3-ylmethyl)-N-(2-methylphenyl)acetamide). Reaction SMILES: [Cl:1][CH2:2][C:3](Cl)=[O:4].[CH3:6][C:7]1[CH:12]=[CH:11][CH:10]=[CH:9][C:8]=1[NH:13][CH2:14][N:15]1[C:19](=[O:20])[CH2:18][S:17][C:16]1=[O:21].N1C=CC=CC=1>C1(C)C=CC=CC=1>[Cl:1][CH2:2][C:3]([N:13]([CH2:14][N:15]1[C:19](=[O:20])[CH2:18][S:17][C:16]1=[O:21])[C:8]1[CH:9]=[CH:10][CH:11]=[CH:12][C:7]=1[CH3:6])=[O:4]. Procedure: A solution of 4.5 g of chloroacetyl chloride in 10 ml of toluene was added dropwise to a suspension of 7.8 g of N-(2-methylphenylaminomethyl)-2,4-thiazolidinedione and 3 g of pyridine in 80 ml of toluene at -5° C with stirring and kept on an ice bath for 3 hrs. The resulting precipitate was filtered and washed with water to give 2-chloro-N-(2,4-dioxothiazolidin-3-ylmethyl)-N-(2-methylphenyl)acetamide, mp 133°-136° C. The toluene filtrate was extracted with two 50 ml portions of 5% hydrochloric a...